Dataset: the Open Reaction Database (ORD), a public repository of structured organic reaction records. Task: describe an organic reaction: reactants, conditions, products, and yield Starting materials: Cl (hydrogen chloride), CN(C)CCCCl (dimethylaminopropyl chloride), ClC1=CC2=C(C=3C(CN=C2C2=C(C=CC=C2)F)=CNC3)C=C1 (8-chloro-6-(2-fluorophenyl)-2H,4H-pyrrolo[3,4-d][2]benzazepine), CC(C)([O-])C.[K+] (potassium t-butoxide). Solvent: C1(=CC=CC=C1)C (toluene), CN(C=O)C (dimethylformamide), O (water). Run at time 15 minute. Yields the product Cl.Cl.ClC1=CC2=C(C=3C(CN=C2C2=C(C=CC=C2)F)=CN(C3)CCCN(C)C)C=C1 (8-Chloro-2-[3-(dimethylamino)propyl]-6-(2-fluorophenyl)-2H,4H-pyrrolo[3,4-d][2]benzazepine dihydrochloride). As a reaction SMILES: [Cl:1][C:2]1[CH:22]=[CH:21][C:5]2[C:6]3[C:7](=[CH:18][NH:19][CH:20]=3)[CH2:8][N:9]=[C:10]([C:11]3[CH:16]=[CH:15][CH:14]=[CH:13][C:12]=3[F:17])[C:4]=2[CH:3]=1.CC(C)([O-])C.[K+].[CH3:29][N:30]([CH2:32][CH2:33][CH2:34][Cl:35])[CH3:31].Cl>CN(C)C=O.O.C1(C)C=CC=CC=1>[ClH:1].[ClH:35].[Cl:1][C:2]1[CH:22]=[CH:21][C:5]2[C:6]3[C:7](=[CH:18][N:19]([CH2:34][CH2:33][CH2:32][N:30]([CH3:31])[CH3:29])[CH:20]=3)[CH2:8][N:9]=[C:10]([C:11]3[CH:16]=[CH:15][CH:14]=[CH:13][C:12]=3[F:17])[C:4]=2[CH:3]=1 |f:1.2,8.9.10|. Procedure: In one portion 1.5 g (4.8 mmol) of 8-chloro-6-(2-fluorophenyl)-2H,4H-pyrrolo[3,4-d][2]benzazepine was added to a solution of 0.6 g (5.3 mmol) of potassium t-butoxide in 25 ml of dimethylformamide which was cooled to 0°. After stirring for 15 min, 5.2 ml (10.4 mmol) of a 2 M toluene solution of dimethylaminopropyl chloride was added. The mixture was warmed to room temperature and stirred for 4 hr. The mixture was diluted with water and extracted with methylene chloride. The methylene chloride sol... Procedure details: Using the same procedure as described in Example 1, 1 -phenylsulfonylpyrrolidin-3-ylisocyanate (1.38 mmol) was used in the place of 3-benzenesulfonyl-6-isothiocyanato-3-aza-bicyclo[3.1.0]hexane. After cyclization with 2-amino-3-pyridin-4-yl-2-pyridin-4-ylmethyl-propionic acid methyl ester (1.10 mmol) as described in 1B, sulfur-alkylation of 4-cyanophenacyl bromide in the presence of potassium bis(trimethylsilyl)amide as described in 1C and sulfur-extrusion in the presence of triphenylphosphine a... Yields the product C1(=CC=CC=C1)S(=O)(=O)N1CC(CC1)N1C(NC(C1=O)(CC1=CC=NC=C1)CC1=CC=NC=C1)=CC(=O)C1=CC=C(C#N)C=C1 (4-{[1-(1-Benzenesulfonyl-pyrrolidin-3-yl)-5-oxo-4,4-bis-pyridin-4-ylmethyl-imidazolidin-2-ylidene]-acetyl}-benzonitrile). Reaction SMILES: [C:1]1([S:7]([N:10]2[CH2:14][CH2:13][CH:12]([N:15]=[C:16]=O)[CH2:11]2)(=[O:9])=[O:8])[CH:6]=[CH:5][CH:4]=[CH:3][CH:2]=1.CO[C:20](=[O:37])[C:21]([NH2:36])([CH2:29][C:30]1[CH:35]=[CH:34][N:33]=[CH:32][CH:31]=1)[CH2:22][C:23]1[CH:28]=[CH:27][N:26]=[CH:25][CH:24]=1.[S].[C:39]([C:41]1[CH:50]=[CH:49][C:44]([C:45](=[O:48])[CH2:46]Br)=[CH:43][CH:42]=1)#[N:40].C[Si]([N-][Si](C)(C)C)(C)C.[K+].C1(P(C2C=CC=CC=2)C2C=CC=CC=2)C=CC=CC=1>>[C:1]1([S:7]([N:10]2[CH2:14][CH2:13][CH:12]([N:15]3[C:20](=[O:37])[C:21]([CH2:22][C:23]4[CH:24]=[CH:25][N:26]=[CH:27][CH:28]=4)([CH2:29][C:30]4[CH:31]=[CH:32][N:33]=[CH:34][CH:35]=4)[NH:36][C:16]3=[CH:46][C:45]([C:44]3[CH:49]=[CH:50][C:41]([C:39]#[N:40])=[CH:42][CH:43]=3)=[O:48])[CH2:11]2)(=[O:8])=[O:9])[CH:2]=[CH:3][CH:4]=[CH:5][CH:6]=1 |f:4.5,^3:37|. Reactants: C1(=CC=CC=C1)S(=O)(=O)N1CC(CC1)N=C=O (1 -phenylsulfonylpyrrolidin-3-ylisocyanate), C(#N)C1=CC=C(C(CBr)=O)C=C1 (4-cyanophenacyl bromide), 1D, [S] (sulfur), [S] (sulfur), C1(=CC=CC=C1)P(C1=CC=CC=C1)C1=CC=CC=C1 (triphenylphosphine), C[Si](C)(C)[N-][Si](C)(C)C.[K+] (potassium bis(trimethylsilyl)amide), COC(C(CC1=CC=NC=C1)(CC1=CC=NC=C1)N)=O (2-amino-3-pyridin-4-yl-2-pyridin-4-ylmethyl-propionic acid methyl ester), COC(C(CC1=CC=NC=C1)(CC1=CC=NC=C1)N)=O (2-amino-3-pyridin-4-yl-2-pyridin-4-ylmethyl-propionic acid methyl ester), C[Si](C)(C)[N-][Si](C)(C)C.[K+] (potassium bis(trimethylsilyl)amide). The reactants are CC(O)c1cn(C(c2ccccc2)(c2ccccc2)c2ccccc2)cn1, C1COCCO1, O=[Mn]=O. The product is CC(=O)c1cn(C(c2ccccc2)(c2ccccc2)c2ccccc2)cn1. RXN SMILES: [C:1]([c:2]1[cH:3][cH:4][cH:5][cH:6][cH:7]1)([c:8]1[cH:9][cH:10][cH:11][cH:12][cH:13]1)([c:14]1[cH:15][cH:16][cH:17][cH:18][cH:19]1)[n:20]1[cH:21][n:22][c:23]([CH:25]([CH3:26])[OH:27])[cH:24]1.[CH2:28]1[O:29][CH2:30][CH2:31][O:32][CH2:33]1.[O:34]=[Mn:35]=[O:36]>>[C:1]([c:2]1[cH:3][cH:4][cH:5][cH:6][cH:7]1)([c:8]1[cH:9][cH:10][cH:11][cH:12][cH:13]1)([c:14]1[cH:15][cH:16][cH:17][cH:18][cH:19]1)[n:20]1[cH:21][n:22][c:23]([C:25]([CH3:26])=[O:27])[cH:24]1. Reactants: O=C1N(CCC1(C1=CC=CC=C1)C1=CC=CC=C1)CC(=O)O (2-(2-oxo-3,3-diphenylpyrrolidin-1-yl)acetic acid), ON\C(\C1=CC=C(C=C1)C(F)(F)F)=N/[H] ((Z)—N-hydroxy-4-(trifluoromethyl)benzimidamide), FC1=CC=C(C=C1)C1(C(N(CC1)CC(=O)O)=O)C1=CC=C(C=C1)F (2-(3,3-bis(4-fluorophenyl)-2-oxopyrrolidin-1-yl)acetic acid), ClC1=NC=C(/C(/NO)=N/[H])C=C1 ((Z)-6-chloro-N-hydroxynicotinimidamide). The product is ClC1=CC=C(C=N1)C1=NOC(=N1)CN1C(C(CC1)(C1=CC=CC=C1)C1=CC=CC=C1)=O (1-{[3-(6-chloropyridin-3-yl)-1,2,4-oxadiazol-5-yl]methyl}-3,3-diphenylpyrrolidin-2-one). RXN SMILES: [O:1]=[C:2]1[C:6]([C:13]2[CH:18]=[CH:17][CH:16]=[CH:15][CH:14]=2)([C:7]2[CH:12]=[CH:11][CH:10]=[CH:9][CH:8]=2)[CH2:5][CH2:4][N:3]1[CH2:19][C:20](O)=[O:21].FC1C=CC(C2(C3C=CC(F)=CC=3)CCN(CC(O)=O)C2=O)=CC=1.[Cl:47][C:48]1[CH:58]=[CH:57][C:51](/[C:52](=[N:55]/[H])/[NH:53]O)=[CH:50][N:49]=1.ON/C(=N\[H])/C1C=CC(C(F)(F)F)=CC=1>>[Cl:47][C:48]1[N:49]=[CH:50][C:51]([C:52]2[N:55]=[C:20]([CH2:19][N:3]3[CH2:4][CH2:5][C:6]([C:7]4[CH:12]=[CH:11][CH:10]=[CH:9][CH:8]=4)([C:13]4[CH:14]=[CH:15][CH:16]=[CH:17][CH:18]=4)[C:2]3=[O:1])[O:21][N:53]=2)=[CH:57][CH:58]=1. Procedure: The title compound was prepared using the procedure described in Example 190 substituting 2-(2-oxo-3,3-diphenylpyrrolidin-1-yl)acetic acid from Example 1C for 2-(3,3-bis(4-fluorophenyl)-2-oxopyrrolidin-1-yl)acetic acid and (Z)-6-chloro-N-hydroxynicotinimidamide for (Z)—N-hydroxy-4-(trifluoromethyl)benzimidamide. 1H NMR (300 MHz, CDCl3) δ ppm 9.00 (dd, J=0.7, 2.4, 1H), 8.21 (dd, J=2.4, 8.3, 1H), 7.45 (dd, J=0.7, 8.4, 1H), 7.38-7.24 (m, 10H), 4.90 (s, 2H), 3.58 (t, J=6.5, 2H), 2.90 (t, J=6.5, 2H);... Reactants: FC1=CC=C(C=C1)C1=NOC(=C1CNC=1C=C(N(N1)C)C(=O)O)C (5-{[3-(4-fluoro-phenyl)-5-methyl-isoxazol-4-ylmethyl]-amino}-2-methyl-2H-pyrazole-3-carboxylic acid), C(C)(C)N (isopropylamine). Yields the product C(C)(C)NC(=O)C=1N(N=C(C1)NCC=1C(=NOC1C)C1=CC=C(C=C1)F)C (5-{[3-(4-Fluoro-phenyl)-5-methyl-isoxazol-4-ylmethyl]-amino}-2-methyl-2H-pyrazole-3-carboxylic acid isopropylamide). Isolated yield 21.0%. As a reaction SMILES: [F:1][C:2]1[CH:7]=[CH:6][C:5]([C:8]2[C:12]([CH2:13][NH:14][C:15]3[CH:16]=[C:17]([C:21](O)=[O:22])[N:18]([CH3:20])[N:19]=3)=[C:11]([CH3:24])[O:10][N:9]=2)=[CH:4][CH:3]=1.[CH:25]([NH2:28])([CH3:27])[CH3:26]>>[CH:25]([NH:28][C:21]([C:17]1[N:18]([CH3:20])[N:19]=[C:15]([NH:14][CH2:13][C:12]2[C:8]([C:5]3[CH:6]=[CH:7][C:2]([F:1])=[CH:3][CH:4]=3)=[N:9][O:10][C:11]=2[CH3:24])[CH:16]=1)=[O:22])([CH3:27])[CH3:26]. Procedure details: As described for example 144, 5-{[3-(4-fluoro-phenyl)-5-methyl-isoxazol-4-ylmethyl]-amino}-2-methyl-2H-pyrazole-3-carboxylic acid was converted, using isopropylamine instead of 2-hydroxy-2-methylpropylamine, to the title compound (15 mg, 21%) which was obtained as a white solid. MS: m/e=372.2 [M+H]+. Reactants: C(C)(=O)N1N=C(C2=CC=C(C=C12)F)CN1CC2=CC=CC=C2CC1 (2-(1-Acetyl-6-fluoro-1H-indazol-3-ylmethyl)-1,2,3,4-tetrahydroisoquinoline), C[O-].[Na+] (sodium methoxide), C([O-])(O)=O.[Na+] (sodium bicarbonate). Run in C(Cl)Cl.CO (CH2Cl2 MeOH). Conditions: temperature 20 celsius, time 15 minute. Yields the product FC1=CC=C2C(=NNC2=C1)CN1CC2=CC=CC=C2CC1 (2-(6-Fluoro-1H-indazol-3-ylmethyl)-1,2,3,4-tetrahydroisoquinoline). Reaction SMILES: C([N:4]1[C:12]2[C:7](=[CH:8][CH:9]=[C:10]([F:13])[CH:11]=2)[C:6]([CH2:14][N:15]2[CH2:24][CH2:23][C:22]3[C:17](=[CH:18][CH:19]=[CH:20][CH:21]=3)[CH2:16]2)=[N:5]1)(=O)C.C[O-].[Na+].C(=O)(O)[O-].[Na+]>C(Cl)Cl.CO>[F:13][C:10]1[CH:11]=[C:12]2[C:7]([C:6]([CH2:14][N:15]3[CH2:24][CH2:23][C:22]4[C:17](=[CH:18][CH:19]=[CH:20][CH:21]=4)[CH2:16]3)=[N:5][NH:4]2)=[CH:8][CH:9]=1 |f:1.2,3.4,5.6|. Procedure details: 2-(1-Acetyl-6-fluoro-1H-indazol-3-ylmethyl)-1,2,3,4-tetrahydroisoquinoline (300 mg, 0.93 mmol) in CH2Cl2 /MeOH (1:1, 10 mL) was treated with sodium methoxide (2 mg) and stirred for 15 min at 20° C. The mixture was poured into saturated aqueous sodium bicarbonate solution (25 mL) and extracted with CH2Cl2 (3×50 mL). The combined organic extracts were dried (MgSO4), concentrated and purified by flash chromatography (50% EtOAc in hexane) to give the title compound as a colourless oil. Conversion to... Reactants: E2, ClC1=C(C=C(OC2=C(C=C(C=C2)CCO)F)C=C1)F (2-(4-(4-chloro-3-fluorophenoxy)-3-fluorophenyl)ethanol), ClC1=NC(N2C(N(CCC2)C)=C1)=O (8-chloro-1-methyl-3,4-dihydro-1H-pyrimido[1,6-a]pyrimidin-6(2H)-one). Yields the product ClC1=C(C=C(OC2=C(C=C(CCOC3=NC(N4C(N(CCC4)C)=C3)=O)C=C2)F)C=C1)F (8-(4-(4-chloro-3-fluorophenoxy)-3-fluorophenethoxy)-1-methyl-3,4-dihydro-1H-pyrimido[1,6-a]pyrimidin-6(2H)-one). As a reaction SMILES: [Cl:1][C:2]1[CH:18]=[CH:17][C:5]([O:6][C:7]2[CH:12]=[CH:11][C:10]([CH2:13][CH2:14][OH:15])=[CH:9][C:8]=2[F:16])=[CH:4][C:3]=1[F:19].Cl[C:21]1[CH:31]=[C:25]2[N:26]([CH3:30])[CH2:27][CH2:28][CH2:29][N:24]2[C:23](=[O:32])[N:22]=1>>[Cl:1][C:2]1[CH:18]=[CH:17][C:5]([O:6][C:7]2[CH:12]=[CH:11][C:10]([CH2:13][CH2:14][O:15][C:21]3[CH:31]=[C:25]4[N:26]([CH3:30])[CH2:27][CH2:28][CH2:29][N:24]4[C:23](=[O:32])[N:22]=3)=[CH:9][C:8]=2[F:16])=[CH:4][C:3]=1[F:19]. Reported procedure: The title compound or its salt was prepared by a procedure similar to that described for E2 starting from 2-(4-(4-chloro-3-fluorophenoxy)-3-fluorophenyl)ethanol and 8-chloro-1-methyl-3,4-dihydro-1H-pyrimido[1,6-a]pyrimidin-6(2H)-one.